From a dataset of the Open Reaction Database (ORD), a public repository of structured organic reaction records. describe an organic reaction: reactants, conditions, products, and yield As a reaction SMILES: [Al+3:22].[Br-:19].[Br-:20].[Br-:21].[CH3:1][O:2][c:3]1[c:4]([S:9](=[O:10])(=[O:11])[c:12]2[cH:13][cH:14][c:15](=[O:18])[nH:16][n:17]2)[cH:5][cH:6][cH:7][cH:8]1.[OH2:23]>>[OH:2][c:3]1[c:4]([S:9](=[O:10])(=[O:11])[c:12]2[cH:13][cH:14][c:15](=[O:18])[nH:16][n:17]2)[cH:5][cH:6][cH:7][cH:8]1. Reactants: [Al+3], [Br-], [Br-], [Br-], COc1ccccc1S(=O)(=O)c1ccc(=O)[nH]n1, O. Yields the product O=c1ccc(S(=O)(=O)c2ccccc2O)n[nH]1. Reactants: ClC1=CC=C(C=O)C=C1 (4-chlorobenzaldehyde), CC1(OC(=O)CC(=O)O1)C (Meldrum's acid), N1C(C(=O)O)CCC1 (D,L-proline), CSCC=1C=CC=C2C=CNC12 (7-[(Methylsulfanyl)methyl]-1H-indole). Run in C(C)#N (acetonitrile). Run at time 8 hour. Yields the product ClC1=CC=C(C=C1)C(C1C(OC(OC1=O)(C)C)=O)C1=CNC2=C(C=CC=C12)CSC (5-[(4-Chlorophenyl){7-[(methylsulfanyl)methyl]-1H-indol-3-yl}methyl]-2,2-dimethyl-1,3-dioxane-4,6-dione). As a reaction SMILES: [Cl:1][C:2]1[CH:9]=[CH:8][C:5]([CH:6]=O)=[CH:4][CH:3]=1.[CH3:10][C:11]1([CH3:19])[O:18][C:16](=[O:17])[CH2:15][C:13](=[O:14])[O:12]1.N1CCCC1C(O)=O.[CH3:28][S:29][CH2:30][C:31]1[CH:32]=[CH:33][CH:34]=[C:35]2[C:39]=1[NH:38][CH:37]=[CH:36]2>C(#N)C>[Cl:1][C:2]1[CH:9]=[CH:8][C:5]([CH:6]([C:36]2[C:35]3[C:39](=[C:31]([CH2:30][S:29][CH3:28])[CH:32]=[CH:33][CH:34]=3)[NH:38][CH:37]=2)[CH:15]2[C:16](=[O:17])[O:18][C:11]([CH3:19])([CH3:10])[O:12][C:13]2=[O:14])=[CH:4][CH:3]=1. Procedure details: 350 mg (2.49 mmol) of 4-chlorobenzaldehyde, 359 mg (2.49 mmol) of Meldrum's acid and 13.6 mg (0.12 mmol) of D,L-proline were added to a solution of 420 mg (2.40 mmol) of the compound from Example 8A in 20 ml of acetonitrile. The reaction mixture was stirred at RT overnight. It was concentrated, and the crude product was purified by preparative HPLC (RP18 column; mobile phase: acetonitrile/water gradient with addition of 0.1% formic acid) to result in 650 mg (62% of theory) of the title compound. The reactants are CCCCCCS(=O)C(F)=CCOC(C)=O, CO, [Na+], [OH-], O. Reaction SMILES: [C:1](=[O:2])([CH3:3])[O:4][CH2:5][CH:6]=[C:7]([S:8](=[O:9])[CH2:10][CH2:11][CH2:12][CH2:13][CH2:14][CH3:15])[F:16].[CH3:19][OH:20].[Na+:18].[OH-:17].[OH2:21]>>[OH:4][CH2:5][CH:6]=[C:7]([S:8](=[O:9])[CH2:10][CH2:11][CH2:12][CH2:13][CH2:14][CH3:15])[F:16]. Product: CCCCCCS(=O)C(F)=CCO. Reactants: C1(CCCCC1)N=C=NC1CCCCC1 (dicyclohexylcarbodiimide), C[C@@H]1C[C@H]2[C@H](O2)/C=C\C=C\C(=O)CC3=C(C(=CC(=C3Cl)O)O)C(=O)O1 (radicicol), OCCCCCCCCCC(=O)O (10-hydroxydecanoic acid). Run in O1CCCC1 (tetrahydrofuran). Yields the product CN(C)C1=NC=CC=C1 (dimethylaminopyridine), title compound. Reaction SMILES: [CH3:1][C@H]1OC(=O)C2C(O)=CC(O)=C(Cl)C=2CC(=O)C=CC=C[C@H]2O[C@H]2C1.OCCCCCCCCCC(O)=O.[CH:39]1([N:45]=[C:46]=[N:47][CH:48]2[CH2:53][CH2:52][CH2:51]CC2)CCCCC1>O1CCCC1>[CH3:1][N:45]([C:46]1[CH:51]=[CH:52][CH:53]=[CH:48][N:47]=1)[CH3:39]. Procedure details: Following a procedure similar to that described in Example 12, but using 365 mg of radicicol, 471 mg of 10-hydroxydecanoic acid, 25 ml of dry tetrahydrofuran, 516 mg of dicyclohexylcarbodiimide and a catalytic amount of dimethylaminopyridine, 332 mg of the title compound were obtained. The reactants are OCCCN1CCC(CC1)C=1C=C(C=CC1)NC(C(C)C)=O (N-{3-[1-(3-hydroxypropyl)-4-piperidinyl]phenyl}-2-methylpropanamide), ClC1=C(C(=CC=C1)F)C1=NOC(=C1C(=O)Cl)C (3-(2-chloro-6-fluorophenyl)-5-methyl-4-isoxazolecarbonyl chloride). Product: ClC1=C(C(=CC=C1)F)C1=NOC(=C1C(=O)OCCCN1CCC(CC1)C1=CC(=CC=C1)NC(C(C)C)=O)C (3-{4-[3-(ISOBUTYRYLAMINO)PHENYL]-1-PIPERIDINYL}PROPYL 3-(2-CHLORO-6-FLUOROPHENYL)-5-METHYL-4-ISOXAZOLECARBOXYLATE). Reaction SMILES: [OH:1][CH2:2][CH2:3][CH2:4][N:5]1[CH2:10][CH2:9][CH:8]([C:11]2[CH:12]=[C:13]([NH:17][C:18](=[O:22])[CH:19]([CH3:21])[CH3:20])[CH:14]=[CH:15][CH:16]=2)[CH2:7][CH2:6]1.[Cl:23][C:24]1[CH:29]=[CH:28][CH:27]=[C:26]([F:30])[C:25]=1[C:31]1[C:35]([C:36](Cl)=[O:37])=[C:34]([CH3:39])[O:33][N:32]=1>>[Cl:23][C:24]1[CH:29]=[CH:28][CH:27]=[C:26]([F:30])[C:25]=1[C:31]1[C:35]([C:36]([O:1][CH2:2][CH2:3][CH2:4][N:5]2[CH2:10][CH2:9][CH:8]([C:11]3[CH:16]=[CH:15][CH:14]=[C:13]([NH:17][C:18](=[O:22])[CH:19]([CH3:20])[CH3:21])[CH:12]=3)[CH2:7][CH2:6]2)=[O:37])=[C:34]([CH3:39])[O:33][N:32]=1. Procedure: Prepared by Procedure Q1 and Scheme C2 (TEA) using N-{3-[1-(3-hydroxypropyl)-4-piperidinyl]phenyl}-2-methylpropanamide and 3-(2-chloro-6-fluorophenyl)-5-methyl-4-isoxazolecarbonyl chloride: ESMS m/e: 542.2 (M+H)+. Reaction SMILES: [Br:1][c:2]1[cH:3][c:4]([C:8](=[O:9])[c:10]2[c:11]([CH2:28][C:29]([C:30](=[O:31])[O:32][CH3:33])([CH3:34])[CH3:35])[c:12]([C:22]([C:23]([CH3:24])([CH3:25])[CH3:26])=[O:27])[c:13]3[cH:14][c:15]([CH:19]([CH3:20])[CH3:21])[cH:16][cH:17][n:18]23)[cH:5][cH:6][cH:7]1.[C:47](=[O:48])([O-:49])[O-:50].[CH2:53]1[O:54][CH2:55][CH2:56][CH2:57]1.[CH3:36][O:37][c:38]1[n:39][cH:40][c:41]([B:44]([OH:45])[OH:46])[cH:42][cH:43]1.[Na+:51].[Na+:52].[cH:58]1[cH:59][cH:60][c:61]([P:62]([Pd:63]([P:64]([c:65]2[cH:66][cH:67][cH:68][cH:69][cH:70]2)([c:71]2[cH:72][cH:73][cH:74][cH:75][cH:76]2)[c:77]2[cH:78][cH:79][cH:80][cH:81][cH:82]2)([P:83]([c:84]2[cH:85][cH:86][cH:87][cH:88][cH:89]2)([c:90]2[cH:91][cH:92][cH:93][cH:94][cH:95]2)[c:96]2[cH:97][cH:98][cH:99][cH:100][cH:101]2)[P:102]([c:103]2[cH:104][cH:105][cH:106][cH:107][cH:108]2)([c:109]2[cH:110][cH:111][cH:112][cH:113][cH:114]2)[c:115]2[cH:116][cH:117][cH:118][cH:119][cH:120]2)([c:121]2[cH:122][cH:123][cH:124][cH:125][cH:126]2)[c:127]2[cH:128][cH:129][cH:130][cH:131][cH:132]2)[cH:133][cH:134]1>>[c:2]1(-[c:41]2[cH:40][n:39][c:38]([O:37][CH3:36])[cH:43][cH:42]2)[cH:3][c:4]([C:8](=[O:9])[c:10]2[c:11]([CH2:28][C:29]([C:30](=[O:31])[O:32][CH3:33])([CH3:34])[CH3:35])[c:12]([C:22]([C:23]([CH3:24])([CH3:25])[CH3:26])=[O:27])[c:13]3[cH:14][c:15]([CH:19]([CH3:20])[CH3:21])[cH:16][cH:17][n:18]23)[cH:5][cH:6][cH:7]1. The reactants are COC(=O)C(C)(C)Cc1c(C(=O)C(C)(C)C)c2cc(C(C)C)ccn2c1C(=O)c1cccc(Br)c1, O=C([O-])[O-], C1CCOC1, COc1ccc(B(O)O)cn1, [Na+], [Na+], c1ccc(P(c2ccccc2)(c2ccccc2)[Pd](P(c2ccccc2)(c2ccccc2)c2ccccc2)(P(c2ccccc2)(c2ccccc2)c2ccccc2)P(c2ccccc2)(c2ccccc2)c2ccccc2)cc1. Yields the product COC(=O)C(C)(C)Cc1c(C(=O)C(C)(C)C)c2cc(C(C)C)ccn2c1C(=O)c1cccc(-c2ccc(OC)nc2)c1. Starting materials: C1(CCCC1)C[C@@H](CN(C(=O)OCC[Si](C)(C)C)C)NC(OC(C)(C)C)=O ((S)-tert-butyl 1-cyclopentyl-3-(N-methyl-N-(2-(trimethylsilyl)ethoxycarbonyl)amino)propan-2-ylcarbamate), C(=O)(O)[O-].[Na+] (NaHCO3). The solvent is C(=O)(C(F)(F)F)O.C(Cl)Cl (TFA CH2Cl2). Product: N[C@H](CN(C(OCC1=CC=CC=C1)=O)C)CC1CCCC1 ((S)-benzyl 2-amino-3-cyclopentylpropyl(methyl)carbamate). Yield: 210.7%. RXN SMILES: [CH:1]1([CH2:6][C@H:7]([NH:20]C(=O)OC(C)(C)C)[CH2:8][N:9]([CH3:19])[C:10]([O:12][CH2:13][CH2:14][Si](C)(C)C)=[O:11])[CH2:5][CH2:4][CH2:3][CH2:2]1.C([O-])(O)=O.[Na+]>C(O)(C(F)(F)F)=O.C(Cl)Cl>[NH2:20][C@@H:7]([CH2:6][CH:1]1[CH2:2][CH2:3][CH2:4][CH2:5]1)[CH2:8][N:9]([CH3:19])[C:10](=[O:11])[O:12][CH2:13][C:14]1[CH:4]=[CH:5][CH:1]=[CH:2][CH:3]=1 |f:1.2,3.4|. Reported procedure: A solution of (S)-tert-butyl 1-cyclopentyl-3-(N-methyl-N-(2-(trimethylsilyl)ethoxycarbonyl)amino)propan-2-ylcarbamate (550 mg) in TFA/CH2Cl2 (10 mL, 20% v/v) was stirred for 2 hrs at 5° C. The reaction was neutralized with saturated aqueous NaHCO3 and extracted with CH2Cl2 (3×30 mL). The combined extracts were washed with saturated brine (30 mL), dried over Na2SO4, and evaporated to give (S)-benzyl 2-amino-3-cyclopentylpropyl(methyl)carbamate (420 mg) that was used without further purification.